Task: describe an organic reaction: reactants, conditions, products, and yield. Dataset: the Open Reaction Database (ORD), a public repository of structured organic reaction records Reactants: C1(CCC1)=O (Cyclobutanone), C1(=CC=CC=C1)O (phenol). The solvent is Cl (HCl). Yields the product C1(CCC1)(C1=CC=C(C=C1)O)C1=CC=C(C=C1)O (4,4′-Cyclobutane-1,1-diyldiphenol). As a reaction SMILES: [C:1]1(=O)[CH2:4][CH2:3][CH2:2]1.[C:6]1([OH:12])[CH:11]=[CH:10][CH:9]=[CH:8][CH:7]=1>Cl>[C:1]1([C:9]2[CH:10]=[CH:11][C:6]([OH:12])=[CH:7][CH:8]=2)([C:9]2[CH:10]=[CH:11][C:6]([OH:12])=[CH:7][CH:8]=2)[CH2:4][CH2:3][CH2:2]1. Procedure details: Cyclobutanone (1.2 g, 17 mmol) and phenol (4.8 g, 51 mmol) were stirred in concentrated HCl (7 mL) at 40° C. for 72 h. The resulting slurry was filtered and the filter cake was dissolved in EtOAc and washed with saturated NaHCO3 (aq) and brine. The organic layer was concentrated to give a solid which was recrystallized from EtOAc/CH2Cl2 to provide the title compound. LCMS (ESI, neg. ion): m/z=239 [M−H]−; 479 [2M−H]−. 1H NMR (500 MHz, CD3OD): δ 7.10 (d, J=8.6 Hz, 4H), 6.70 (d, J=8.6 Hz, 4H), 2.65... Reactants: CCOC(=O)C(Br)CCCCc1ccccc1, CCOC(C)=O, CN(C)C=O, [Cl-], CC(C)(C)OC(=O)CN1C(=O)C(N)CSCC1c1ccccc1, [Na+], [Na+], [Na+], O=C([O-])[O-]. Yields the product CCOC(=O)C(CCc1ccccc1)NC1CSCC(c2ccccc2)N(CC(=O)OC(C)(C)C)C1=O. Reaction SMILES: [Br:30][CH:31]([CH2:32][CH2:33][CH2:39][CH2:40][c:41]1[cH:42][cH:43][cH:44][cH:45][cH:46]1)[C:34]([O:35][CH2:36][CH3:37])=[O:38].[CH3:49][CH2:50][O:51][C:52]([CH3:53])=[O:54].[CH3:55][N:56]([CH3:57])[CH:58]=[O:59].[Cl-:48].[NH2:7][CH:8]1[C:9](=[O:29])[N:10]([CH2:21][C:22](=[O:23])[O:24][C:25]([CH3:26])([CH3:27])[CH3:28])[CH:11]([c:15]2[cH:16][cH:17][cH:18][cH:19][cH:20]2)[CH2:12][S:13][CH2:14]1.[Na+:1].[Na+:2].[Na+:47].[O-:3][C:4](=[O:5])[O-:6]>>[NH:7]([CH:8]1[C:9](=[O:29])[N:10]([CH2:21][C:22](=[O:23])[O:24][C:25]([CH3:26])([CH3:27])[CH3:28])[CH:11]([c:15]2[cH:16][cH:17][cH:18][cH:19][cH:20]2)[CH2:12][S:13][CH2:14]1)[CH:53]([CH2:39][CH2:40][c:41]1[cH:42][cH:43][cH:44][cH:45][cH:46]1)[C:52]([O:51][CH2:50][CH3:49])=[O:54]. Reactants: N-Aryl-benzenesulfonamides, NC1=C(C=C(C=C1)Cl)C(=O)C=1C=NC=CC1 ((2-Amino-5-chloro-phenyl)-pyridin-3-yl-methanone), O1C=NC=C1C1=CC=C(C=C1)S(=O)(=O)Cl (4-oxazol-5-yl-benzenesulfonyl chloride). The product is ClC1=CC(=C(C=C1)NS(=O)(=O)C1=CC=C(C=C1)C1=CN=CO1)C(=O)C=1C=NC=CC1 (N-[4-Chloro-2-(pyridine-3-carbonyl)-phenyl]4-oxazol-5-yl-benzenesulfonamide). RXN SMILES: [NH2:1][C:2]1[CH:7]=[CH:6][C:5]([Cl:8])=[CH:4][C:3]=1[C:9]([C:11]1[CH:12]=[N:13][CH:14]=[CH:15][CH:16]=1)=[O:10].[O:17]1[C:21]([C:22]2[CH:27]=[CH:26][C:25]([S:28](Cl)(=[O:30])=[O:29])=[CH:24][CH:23]=2)=[CH:20][N:19]=[CH:18]1>>[Cl:8][C:5]1[CH:6]=[CH:7][C:2]([NH:1][S:28]([C:25]2[CH:26]=[CH:27][C:22]([C:21]3[O:17][CH:18]=[N:19][CH:20]=3)=[CH:23][CH:24]=2)(=[O:29])=[O:30])=[C:3]([C:9]([C:11]2[CH:12]=[N:13][CH:14]=[CH:15][CH:16]=2)=[O:10])[CH:4]=1. Procedure details: The title compound was prepared according to the general procedure for the synthesis of N-Aryl-benzenesulfonamides previously described using 116 mg of (2-Amino-5-chloro-phenyl)-pyridin-3-yl-methanone and 122 mg of 4-oxazol-5-yl-benzenesulfonyl chloride. 1H-NMR (400 MHz, CDCl3): δ 7.23 (m, 2H), 7.42-7.47 (m, 3H), 7.58-7.62 (m, 3H), 7.71 (dt, 1H, J=7.6 Hz, 2.0 Hz), 7.88 (s,1H), 8.45 (b,1H), 8.58 (bd,1H, J=3.6 Hz), 9.67 (s,1H). MS: m/z 458.1 (M++1) As a reaction SMILES: [CH2:29]([Cl:30])[Cl:31].[CH3:1][c:2]1[c:3]([CH:11]=[O:12])[cH:4][cH:5][c:6]2[c:7]1[cH:8][cH:9][o:10]2.[CH3:32][CH2:33][O:34][C:35](=[O:36])[CH3:37].[Cl-:27].[Cl:13][c:14]1[c:15]([C:16]([O:17][OH:18])=[O:21])[cH:19][cH:20][cH:22][cH:23]1.[ClH:26].[Na+:25].[Na+:28].[OH-:24]>>[CH3:1][c:2]1[c:3]([OH:21])[cH:4][cH:5][c:6]2[c:7]1[cH:8][cH:9][o:10]2. Starting materials: ClCCl, Cc1c(C=O)ccc2occc12, CCOC(C)=O, [Cl-], O=C(OO)c1ccccc1Cl, Cl, [Na+], [Na+], [OH-]. Product: Cc1c(O)ccc2occc12.